Dataset: the Open Reaction Database (ORD), a public repository of structured organic reaction records. Task: describe an organic reaction: reactants, conditions, products, and yield Starting materials: CCOP(=O)(CC#N)OCC, O=Cc1ccc([N+](=O)[O-])c(OCc2ccccc2)c1, C1CCOC1, [H-], [Na+]. The product is N#CC=Cc1ccc([N+](=O)[O-])c(OCc2ccccc2)c1. Reaction SMILES: [C:3](#[N:4])[CH2:5][P:6](=[O:7])([O:8][CH2:9][CH3:10])[O:11][CH2:12][CH3:13].[CH2:14]([c:15]1[cH:16][cH:17][cH:18][cH:19][cH:20]1)[O:21][c:22]1[cH:23][c:24]([CH:25]=[O:26])[cH:27][cH:28][c:29]1[N+:30](=[O:31])[O-:32].[CH2:33]1[O:34][CH2:35][CH2:36][CH2:37]1.[H-:1].[Na+:2]>>[C:3](#[N:4])[CH:5]=[CH:25][c:24]1[cH:23][c:22]([O:21][CH2:14][c:15]2[cH:16][cH:17][cH:18][cH:19][cH:20]2)[c:29]([N+:30](=[O:31])[O-:32])[cH:28][cH:27]1. Procedure details: 2-((4S,5S)-1-(4-(((3R,4R)-1-(5-Chloro-2-methoxypyridin-4-yl)-3-methylpiperidin-4-yl)oxy)phenyl)-4-methyl-3-(trifluoromethyl)-4,5-dihydro-1H-pyrazol-5-yl)acetate: To a solution of methyl 2-((4S,5S)-1-(4-hydroxyphenyl)-4-methyl-3-(trifluoromethyl)-4,5-dihydro-1H-pyrazol-5-yl)acetate (1J, 4.6 g, 15 mmol) and (3R,4S)-1-(5-chloro-2-methoxypyridin-4-yl)-3-methylpiperidin-4-ol (3.4 g, 13 mmol) in toluene (166 mL) was added tributylphosphine (5.5 mL, 21 mmol). While stirring, (E)-diazene-1,2-diylbis(pip... The reactants are N(=N\C(=O)N1CCCCC1)/C(=O)N1CCCCC1 ((E)-diazene-1,2-diylbis(piperidin-1-ylmethanone)), ClC=1C(=CC(=NC1)OC)N1C[C@H]([C@@H](CC1)OC1=CC=C(C=C1)N1N=C([C@H]([C@@H]1CC(=O)[O-])C)C(F)(F)F)C (2-((4S,5S)-1-(4-(((3R,4R)-1-(5-Chloro-2-methoxypyridin-4-yl)-3-methylpiperidin-4-yl)oxy)phenyl)-4-methyl-3-(trifluoromethyl)-4,5-dihydro-1H-pyrazol-5-yl)acetate), OC1=CC=C(C=C1)N1N=C([C@H]([C@@H]1CC(=O)OC)C)C(F)(F)F (methyl 2-((4S,5S)-1-(4-hydroxyphenyl)-4-methyl-3-(trifluoromethyl)-4,5-dihydro-1H-pyrazol-5-yl)acetate), ClC=1C(=CC(=NC1)OC)N1C[C@H]([C@H](CC1)O)C ((3R,4S)-1-(5-chloro-2-methoxypyridin-4-yl)-3-methylpiperidin-4-ol), C(CCC)P(CCCC)CCCC (tributylphosphine). Conditions: temperature 50 celsius. Yield: 64.0%. The solvent is C1(=CC=CC=C1)C (toluene), hexanes. Product: ClC=1C(=CC(=NC1)OC)N1C[C@H]([C@@H](CC1)OC1=CC=C(C=C1)N1N=C([C@H]([C@@H]1CC(=O)OC)C)C(F)(F)F)C (methyl 2-((4S,5S)-1-(4-(((3R,4R)-1-(5-chloro-2-methoxypyridin-4-yl)-3-methylpiperidin-4-yl)oxy)phenyl)-4-methyl-3-(trifluoromethyl)-4,5-dihydro-1H-pyrazol-5-yl)acetate). RXN SMILES: [Cl:1][C:2]1[C:3]([N:10]2[CH2:15][CH2:14][C@@H:13]([O:16][C:17]3[CH:22]=[CH:21][C:20]([N:23]4[C@@H:27]([CH2:28][C:29]([O-:31])=[O:30])[C@H:26]([CH3:32])[C:25]([C:33]([F:36])([F:35])[F:34])=[N:24]4)=[CH:19][CH:18]=3)[C@H:12]([CH3:37])[CH2:11]2)=[CH:4][C:5]([O:8][CH3:9])=[N:6][CH:7]=1.O[C:39]1C=CC(N2[C@@H](CC(OC)=O)[C@H](C)C(C(F)(F)F)=N2)=CC=1.ClC1C(N2CC[C@H](O)[C@H](C)C2)=CC(OC)=NC=1.C(P(CCCC)CCCC)CCC.N(/C(N1CCCCC1)=O)=N\C(N1CCCCC1)=O>C1(C)C=CC=CC=1>[Cl:1][C:2]1[C:3]([N:10]2[CH2:15][CH2:14][C@@H:13]([O:16][C:17]3[CH:18]=[CH:19][C:20]([N:23]4[C@@H:27]([CH2:28][C:29]([O:31][CH3:39])=[O:30])[C@H:26]([CH3:32])[C:25]([C:33]([F:36])([F:34])[F:35])=[N:24]4)=[CH:21][CH:22]=3)[C@H:12]([CH3:37])[CH2:11]2)=[CH:4][C:5]([O:8][CH3:9])=[N:6][CH:7]=1. Reaction conditions: temperature -70 celsius, time 4 day. RXN SMILES: [Cl-:1].[N:2]12[CH2:9][CH2:8][CH:5]([CH2:6][CH2:7]1)[C@H:4]([NH:10][C:11](=[O:26])[C:12](=[O:25])[C:13]1[C:21]3[C:16](=[CH:17][CH:18]=[C:19]([O:22]C)[CH:20]=3)[N:15]([CH3:24])[CH:14]=1)[CH2:3]2.B(Br)(Br)Br.C(=O)([O-])[O-].[K+].[K+]>C(Cl)Cl>[Cl-:1].[N:2]12[CH2:9][CH2:8][CH:5]([CH2:6][CH2:7]1)[C@H:4]([NH:10][C:11](=[O:26])[C:12](=[O:25])[C:13]1[C:21]3[C:16](=[CH:17][CH:18]=[C:19]([OH:22])[CH:20]=3)[N:15]([CH3:24])[CH:14]=1)[CH2:3]2 |f:0.1,3.4.5,7.8|. Procedure: (S)-N-(1-azabicyclo[2.2.2]oct-3-yl)-1-methyl-5-methoxy-α-oxo-3-indoleacetamide chloride (750 ml; 2.2 mmol) in 30 ml of methylene chloride was stirred and cooled to -70° C. A 1M solution of boron tribromide in methlene chloride (8.0 ml; 8.0 mmol) was added via a syringe. The solution was allowed to warm to ambient temperature and then stirred continuely for 4 days. The reaction mixture was then stirred for 1 hour with ice-cold water containing an excess of potassium carbonate. The layers were sep... The reactants are C([O-])([O-])=O.[K+].[K+] (potassium carbonate), [Cl-].N12C[C@H](C(CC1)CC2)NC(C(C2=CN(C1=CC=C(C=C21)OC)C)=O)=O ((S)-N-(1-azabicyclo[2.2.2]oct-3-yl)-1-methyl-5-methoxy-α-oxo-3-indoleacetamide chloride), solution, B(Br)(Br)Br (boron tribromide). Isolated yield 68.2%. Run in C(Cl)Cl (methylene chloride), C(Cl)Cl (methlene chloride). Product: [Cl-].N12C[C@H](C(CC1)CC2)NC(C(C2=CN(C1=CC=C(C=C21)O)C)=O)=O ((S)-N-(1-azabicyclo[2.2.2]oct-3-yl)-1-methyl-5-hydroxy-α-oxo-3-indoleacetamide chloride). Starting materials: S(O)(O)(=O)=O (Sulfuric acid), BrC1=CC=C(OC2=C(C(=O)O)C=CC(=C2)C)C=C1 (2-(4-bromophenoxy)-4-methylbenzoic acid), ice water. Conditions: temperature 80 celsius. Product: BrC1=CC=2C(C3=CC=C(C=C3OC2C=C1)C)=O (2-Bromo-6-methyl-9H-xanthen-9-one). As a reaction SMILES: S(=O)(=O)(O)O.[Br:6][C:7]1[CH:23]=[CH:22][C:10]([O:11][C:12]2[CH:20]=[C:19]([CH3:21])[CH:18]=[CH:17][C:13]=2[C:14]([OH:16])=O)=[CH:9][CH:8]=1>>[Br:6][C:7]1[CH:8]=[CH:9][C:10]2[O:11][C:12]3[C:13](=[CH:17][CH:18]=[C:19]([CH3:21])[CH:20]=3)[C:14](=[O:16])[C:22]=2[CH:23]=1. Procedure details: Sulfuric acid (5 ml, 93 mmol) was added to 2-(4-bromophenoxy)-4-methylbenzoic acid (200 mg, 0.62 mmol) at rt. The reaction mixture was heated to 80° C. for 30 min. LCMS showed complete reaction. The reaction mixture was cooled to rt and poured over ice water. The gray suspension was filtered, and the gray solid was washed with water. The residue was dissolved in EtOAc, and washed w/Sat. NaCl. After concentration in vacuo, the brown solid was used without further purification. MS m/z=291.1 [M+H]+... Reactants: FC(C(=O)O)(F)F (Trifluoroacetic acid), NC1=NC(=NS1)C(C(=O)NC1[C@@H]2N(C(=C(CS2)C=C)C(=O)OC(C2=CC=CC=C2)C2=CC=CC=C2)C1=O)=NOCC(=O)OC(C)(C)C (benzhydryl 7-[2-(5-amino-1,2,4-thiadiazol-3-yl)-2-tert-butoxycarbonylmethoxyiminoacetamido]-3-vinyl-3-cephem-4-carboxylate), C(C)(C)OC(C)C (diisopropyl ether). The solvent is C(Cl)Cl (methylene chloride), C1(=CC=CC=C1)OC (anisole). Reaction conditions: time 1.5 hour. Product: NC1=NC(=NS1)C(C(=O)NC1[C@@H]2N(C(=C(CS2)C=C)C(=O)O)C1=O)=NOCC(=O)O (7-[2-(5-amino-1,2,4-thiadiazol-3-yl)-2-carboxymethoxyiminoacetamido]-3-vinyl-3-cephem-4-carboxylic acid). Yield: 60.9%. As a reaction SMILES: FC(F)(F)C(O)=O.[NH2:8][C:9]1[S:13][N:12]=[C:11]([C:14](=[N:45][O:46][CH2:47][C:48]([O:50]C(C)(C)C)=[O:49])[C:15]([NH:17][CH:18]2[C:43](=[O:44])[N:20]3[C:21]([C:27]([O:29]C(C4C=CC=CC=4)C4C=CC=CC=4)=[O:28])=[C:22]([CH:25]=[CH2:26])[CH2:23][S:24][C@H:19]23)=[O:16])[N:10]=1.C(OC(C)C)(C)C>C(Cl)Cl.C1(OC)C=CC=CC=1>[NH2:8][C:9]1[S:13][N:12]=[C:11]([C:14](=[N:45][O:46][CH2:47][C:48]([OH:50])=[O:49])[C:15]([NH:17][CH:18]2[C:43](=[O:44])[N:20]3[C:21]([C:27]([OH:29])=[O:28])=[C:22]([CH:25]=[CH2:26])[CH2:23][S:24][C@H:19]23)=[O:16])[N:10]=1. Procedure details: Trifluoroacetic acid (13.6 ml) was added to a solution of benzhydryl 7-[2-(5-amino-1,2,4-thiadiazol-3-yl)-2-tert-butoxycarbonylmethoxyiminoacetamido]-3-vinyl-3-cephem-4-carboxylate (syn isomer) (3.4 g) in methylene chloride (7.0 ml) and anisole (3.4 ml) under ice-cooling, followed by stirring at ambient temperature for 1.5 hours. The reaction mixture was added dropwise to diisopropyl ether (150 ml), and the precipitates were collected by filtration and then added to a mixture of water and ethyl ... The reactants are C=O (formaldehyde), OC1=CC(=C(CC2=C(C(=CC(=C2)C)CC2=C(C=C(C(=C2)C)O)C)O)C=C1C)C (2,6-bis(4-hydroxy-2,5-dimethylbenzyl)-4-methylphenol), [OH-].[Na+] (sodium hydroxide), O (water), C(C)(=O)O (acetic acid). The solvent is O1CCCC1 (tetrahydrofuran). Reaction conditions: temperature 40 celsius, time 1 hour. Product: OC1=C(C(=C(CC2=C(C(=CC(=C2)C)CC2=C(C(=C(C(=C2)C)O)CO)C)O)C=C1C)C)CO (2,6-bis(4-hydroxy-3-hydroxymethyl-2,5-dimethylbenzyl)-4-methylphenol). Isolated yield 86.7%. Reaction SMILES: [OH:1][C:2]1[C:26]([CH3:27])=[CH:25][C:5]([CH2:6][C:7]2[CH:12]=[C:11]([CH3:13])[CH:10]=[C:9]([CH2:14][C:15]3[CH:20]=[C:19]([CH3:21])[C:18]([OH:22])=[CH:17][C:16]=3[CH3:23])[C:8]=2[OH:24])=[C:4]([CH3:28])[CH:3]=1.[OH-:29].[Na+].O.[CH2:32]=O.[C:34]([OH:37])(=O)C>O1CCCC1>[OH:1][C:2]1[C:26]([CH3:27])=[CH:25][C:5]([CH2:6][C:7]2[CH:12]=[C:11]([CH3:13])[CH:10]=[C:9]([CH2:14][C:15]3[CH:20]=[C:19]([CH3:21])[C:18]([OH:22])=[C:17]([CH2:32][OH:29])[C:16]=3[CH3:23])[C:8]=2[OH:24])=[C:4]([CH3:28])[C:3]=1[CH2:34][OH:37] |f:1.2|. Procedure: Into a 3 liter four-necked flask were charged 263.6 g of 2,6-bis(4-hydroxy-2,5-dimethylbenzyl)-4-methylphenol, 67.2 g of sodium hydroxide, 1169.3 g of water and 107.5 g of tetrahydrofuran and they were completely dissolved. While stirring at 40° C., 340.9 g of 37% formaldehyde was added dropwise thereto over 1 hour, and the reaction was conducted for 2 more hours. After completion of the reaction, 134.4 g of 90% aqueous acetic acid solution was added for neutralization and then themixture was co... The reactants are C([O-])([O-])=O.[Cs+].[Cs+] (cesium carbonate), CI (methyl iodide), BrC=1C=C(C(=C(C(=O)OC)C1)C)NC1CCC(CC1)NC(=O)OC(C)(C)C (methyl 5-bromo-3-((4-((tert-butoxycarbonyl)amino)cyclohexyl)amino)-2-methylbenzoate). Solvent: C(C)#N (acetonitrile). Reaction conditions: temperature 80 celsius. Product: BrC=1C=C(C(=C(C(=O)OC)C1)C)N(C)[C@@H]1CC[C@@H](CC1)NC(=O)OC(C)(C)C (Cis-methyl 5-bromo-3-((4-((tert-butoxycarbonyl)amino)cyclohexyl)(methyl)amino)-2-methylbenzoate). Isolated yield 33.8%. RXN SMILES: [Br:1][C:2]1[CH:3]=[C:4]([NH:13][CH:14]2[CH2:19][CH2:18][CH:17]([NH:20][C:21]([O:23][C:24]([CH3:27])([CH3:26])[CH3:25])=[O:22])[CH2:16][CH2:15]2)[C:5]([CH3:12])=[C:6]([CH:11]=1)[C:7]([O:9][CH3:10])=[O:8].[C:28](=O)([O-])[O-].[Cs+].[Cs+].CI>C(#N)C>[Br:1][C:2]1[CH:3]=[C:4]([N:13]([C@H:14]2[CH2:19][CH2:18][C@@H:17]([NH:20][C:21]([O:23][C:24]([CH3:27])([CH3:26])[CH3:25])=[O:22])[CH2:16][CH2:15]2)[CH3:28])[C:5]([CH3:12])=[C:6]([CH:11]=1)[C:7]([O:9][CH3:10])=[O:8] |f:1.2.3|. Procedure details: To a stirred solution of mixture of cis isomer of methyl 5-bromo-3-((4-((tert-butoxycarbonyl)amino)cyclohexyl)amino)-2-methylbenzoate (4 g, 9.09 mmol) in acetonitrile (50 mL) was added cesium carbonate (5.9 g, 18.18 mmol) and methyl iodide (6.45 g, 45.45 mmol). The resulting reaction mixture was heated at 80° C. for 7 h. On completion, the reaction mixture was cooled to room temperature and filtered, the residue was washed with ethyl acetate and filtrate was concentrated to afford desired crude ... Reactants: COC(=O)c1cccc(C(C)(C)C#N)c1Cl, C1CCOC1. The product is CC(C)(C#N)c1cccc(C(=O)O)c1Cl. As a reaction SMILES: [Cl:1][c:2]1[c:3]([C:4](=[O:5])[O:6][CH3:7])[cH:8][cH:9][cH:10][c:11]1[C:12]([CH3:13])([CH3:14])[C:15]#[N:16].[O:17]1[CH2:18][CH2:19][CH2:20][CH2:21]1>>[Cl:1][c:2]1[c:3]([C:4](=[O:5])[OH:6])[cH:8][cH:9][cH:10][c:11]1[C:12]([CH3:13])([CH3:14])[C:15]#[N:16]. Reactants: FC(C(=O)C1=CC=CC=2NN=NC21)(F)F (Trifluoroacetylbenzotriazole), C(CC)C1CCC(CC1)C1CCC(CC1)CCO (2-(4-(4-propylcyclohexyl)cyclohexyl)ethanol). The solvent is C1CCOC1 (THF). The product is C(CC)C1CCC(CC1)C1CCC(CC1)CCOC(C(F)(F)F)=O (trifluoroacetic acid 2-(4-(4-propylcyclohexyl)cyclohexyl)-ethyl ester). RXN SMILES: [F:1][C:2]([F:15])([F:14])[C:3](C1C2N=NNC=2C=CC=1)=[O:4].[CH2:16]([CH:19]1[CH2:24][CH2:23][CH:22]([CH:25]2[CH2:30][CH2:29][CH:28]([CH2:31][CH2:32][OH:33])[CH2:27][CH2:26]2)[CH2:21][CH2:20]1)[CH2:17][CH3:18]>C1COCC1>[CH2:16]([CH:19]1[CH2:24][CH2:23][CH:22]([CH:25]2[CH2:30][CH2:29][CH:28]([CH2:31][CH2:32][O:33][C:3](=[O:4])[C:2]([F:15])([F:14])[F:1])[CH2:27][CH2:26]2)[CH2:21][CH2:20]1)[CH2:17][CH3:18]. Procedure details: Trifluoroacetylbenzotriazole in an amount of 7.0 g (33 mmol) was dissolved in 70 ml of THF, 5.0 g (20 mmol) of 2-(4-(4-propylcyclohexyl)cyclohexyl)ethanol was added thereto, they were refluxed for 1 hour, and then the solvent was distilled off. After the residue was purified by column chromatography on silica gel (eluent: heptane/ethyl acetate=5/1), the solvent was distilled off, and the residue was subjected twice to recrystallization by using heptane to give 2.9 g (8.3 mmol) of trifluoroacetic... The reactants are 15N potassium hydroxide, C1OC=2C=C(C=CC2O1)[N+](=O)[O-] (3,4-methylenedioxynitrobenzene), C(C)(=O)NCCO (N-acetylethanolamine), ice, 15N potassium hydroxide. Run at temperature 100 celsius. Product: OC1=C(OCCNC(C)=O)C=CC(=C1)[N+](=O)[O-] (N-(2-hydroxy-4-nitrophenoxyethyl)acetamide). As a reaction SMILES: [CH2:1]1[O:9][C:8]2[CH:7]=[CH:6][C:5]([N+:10]([O-:12])=[O:11])=[CH:4][C:3]=2[O:2]1.[C:13]([NH:16][CH2:17]CO)(=[O:15])[CH3:14]>>[OH:2][C:3]1[CH:4]=[C:5]([N+:10]([O-:12])=[O:11])[CH:6]=[CH:7][C:8]=1[O:9][CH2:1][CH2:17][NH:16][C:13](=[O:15])[CH3:14]. Procedure details: 0.05 mol (8.35 g) of 3,4-methylenedioxynitrobenzene is introduced into 42 ml of N-acetylethanolamine. The mixture is heated to the region of 100° C., with stirring, and 0.055 mol (3.7 ml) of 15N potassium hydroxide solution is then added. After heating for one hour, 0.050 mol (3.3 ml) of 15N potassium hydroxide solution is added and the reaction medium is stirred at 100° C. for a further 3 hours and then poured onto 120 g of crushed ice. The unreacted starting material, which is insoluble in an ...